Dataset: the Open Reaction Database (ORD), a public repository of structured organic reaction records. Task: describe an organic reaction: reactants, conditions, products, and yield Product: COC(=O)c1cc2cnn(Cc3ccc(F)cc3)c2cn1. Reaction SMILES: [C:23](=[O:24])([O-:25])[O-:26].[C:29](=[O:30])([OH:31])[O-:32].[F:14][c:15]1[cH:16][cH:17][c:18]([CH2:19][Br:20])[cH:21][cH:22]1.[K+:27].[K+:28].[Na+:33].[O:34]=[CH:35][N:36]([CH3:37])[CH3:38].[nH:1]1[n:2][cH:3][c:4]2[c:5]1[cH:6][n:7][c:8]([C:10](=[O:11])[O:12][CH3:13])[cH:9]2>>[n:1]1([CH2:19][c:18]2[cH:17][cH:16][c:15]([F:14])[cH:22][cH:21]2)[n:2][cH:3][c:4]2[c:5]1[cH:6][n:7][c:8]([C:10](=[O:11])[O:12][CH3:13])[cH:9]2. The reactants are O=C([O-])[O-], O=C([O-])O, Fc1ccc(CBr)cc1, [K+], [K+], [Na+], CN(C)C=O, COC(=O)c1cc2cn[nH]c2cn1.